Dataset: the Open Reaction Database (ORD), a public repository of structured organic reaction records. Task: describe an organic reaction: reactants, conditions, products, and yield Starting materials: C(C)(=O)OCC([C@]1(CC[C@H]2[C@@H]3CCC4=CC(CC[C@]4(C)[C@H]3C(C[C@]12C)=O)=O)O)O (21-acetoxy-17,20-dihydroxy-pregn-4-en-3,11-dione), I(=O)(=O)C1=C(C(=O)O)C=CC=C1 (o-iodoxybenzoic acid). Solvent: CS(=O)C (DMSO), O (water). Conditions: time 10 minute. Yields the product CC(=O)OCC(=O)[C@]1(CC[C@@H]2[C@@]1(CC(=O)[C@H]3[C@H]2CCC4=CC(=O)CC[C@]34C)C)O (cortisone acetate). The yield is 92.8%. Reaction SMILES: [C:1]([O:4][CH2:5][CH:6]([OH:29])[C@:7]1([OH:28])[C@:24]2([CH3:25])[C@H:10]([C@H:11]3[C@H:21]([C:22](=[O:26])[CH2:23]2)[C@:19]2([CH3:20])[C:14](=[CH:15][C:16](=[O:27])[CH2:17][CH2:18]2)[CH2:13][CH2:12]3)[CH2:9][CH2:8]1)(=[O:3])[CH3:2].I(C1C=CC=CC=1C(O)=O)(=O)=O>CS(C)=O.O>[CH3:2][C:1]([O:4][CH2:5][C:6]([C@:7]1([OH:28])[C@@:24]2([CH3:25])[CH2:23][C:22]([C@@H:21]3[C@:19]4([CH3:20])[C:14](=[CH:15][C:16]([CH2:17][CH2:18]4)=[O:27])[CH2:13][CH2:12][C@H:11]3[C@@H:10]2[CH2:9][CH2:8]1)=[O:26])=[O:29])=[O:3]. Reported procedure: A solution of 21-acetoxy-17,20-dihydroxy-pregn-4-en-3,11-dione (730 mg, 1.81 mmol) and o-iodoxybenzoic acid I (1 g, 3.57 mmol) in DMSO (7 ml) was stirred at 50° C. for 3 h. The solution was then diluted with water (10 ml), stirred for 10 min, filtered and extracted with ethyl acetate (3×10 ml). The combined organic layers were washed with brine and dried over sodium sulfate. The organic solvent was distilled under vacuum. The residue was crystallised from ethanol to give 676 mg (93%) of cortison... Starting materials: OC1=CC(=NC2=CC=CC=C12)C(=O)O (4-hydroxyquinoline-2-carboxylic acid), Cl.ClC=1C=C2C=CC(=CC2=CC1)S(=O)(=O)N1CCNCC1 (1-[(6-chloronaphthalen-2-yl)sulfonyl]piperazine hydrochloride), raw materials. The product is Cl.ClC=1C=C2C=CC(=CC2=CC1)S(=O)(=O)N1CCN(CC1)C(=O)C1=NC2=CC=CC=C2C(=C1)O (1-[(6-Chloronaphthalen-2-yl]sulfonyl]-4-[(4-hydroxyquinolin-2-yl)carbonyl]piperazine hydrochloride). As a reaction SMILES: [OH:1][C:2]1[C:11]2[C:6](=[CH:7][CH:8]=[CH:9][CH:10]=2)[N:5]=[C:4]([C:12]([OH:14])=O)[CH:3]=1.Cl.[Cl:16][C:17]1[CH:18]=[C:19]2[C:24](=[CH:25][CH:26]=1)[CH:23]=[C:22]([S:27]([N:30]1[CH2:35][CH2:34][NH:33][CH2:32][CH2:31]1)(=[O:29])=[O:28])[CH:21]=[CH:20]2>>[ClH:16].[Cl:16][C:17]1[CH:18]=[C:19]2[C:24](=[CH:25][CH:26]=1)[CH:23]=[C:22]([S:27]([N:30]1[CH2:31][CH2:32][N:33]([C:12]([C:4]3[CH:3]=[C:2]([OH:1])[C:11]4[C:6](=[CH:7][CH:8]=[CH:9][CH:10]=4)[N:5]=3)=[O:14])[CH2:34][CH2:35]1)(=[O:28])=[O:29])[CH:21]=[CH:20]2 |f:1.2,3.4|. Procedure: In a similar manner to Example 4 except for the use of 4-hydroxyquinoline-2-carboxylic acid and 1-[(6-chloronaphthalen-2-yl)sulfonyl]piperazine hydrochloride as the raw materials, the reaction was conducted, whereby the title compound was obtained.